From a dataset of the Open Reaction Database (ORD), a public repository of structured organic reaction records. describe an organic reaction: reactants, conditions, products, and yield Starting materials: FC1=C(C(=CC=C1)F)C=1SC=C(N1)C(=O)NC=1C=NC=CC1C1CC(C(C(C1)NC(OC(C)(C)C)=O)O)C (tert-butyl(+/−)-5-(3-(2-(2,6-difluorophenyl)thiazole-4-carboxamido)pyridin-4-yl)-2-hydroxy-3-methylcyclohexylcarbamate), CCN(CC)S(F)(F)F (DAST), CCN(CC)S(F)(F)F (DAST). The solvent is C(Cl)Cl (DCM). Conditions: time 30 minute. Yields the product FC1=C(C(=CC=C1)F)C=1SC=C(N1)C(=O)NC=1C=NC=CC1C1CC(C(C(C1)NC(OC(C)(C)C)=O)F)C (tert-butyl(+/−)-5-(3-(2-(2,6-difluorophenyl)thiazole-4-carboxamido)pyridin-4-yl)-2-fluoro-3-methylcyclohexylcarbamate). The yield is 60.0%. Reaction SMILES: [F:1][C:2]1[CH:7]=[CH:6][CH:5]=[C:4]([F:8])[C:3]=1[C:9]1[S:10][CH:11]=[C:12]([C:14]([NH:16][C:17]2[CH:18]=[N:19][CH:20]=[CH:21][C:22]=2[CH:23]2[CH2:28][CH:27]([NH:29][C:30](=[O:36])[O:31][C:32]([CH3:35])([CH3:34])[CH3:33])[CH:26](O)[CH:25]([CH3:38])[CH2:24]2)=[O:15])[N:13]=1.CCN(S(F)(F)[F:45])CC>C(Cl)Cl>[F:8][C:4]1[CH:5]=[CH:6][CH:7]=[C:2]([F:1])[C:3]=1[C:9]1[S:10][CH:11]=[C:12]([C:14]([NH:16][C:17]2[CH:18]=[N:19][CH:20]=[CH:21][C:22]=2[CH:23]2[CH2:28][CH:27]([NH:29][C:30](=[O:36])[O:31][C:32]([CH3:34])([CH3:35])[CH3:33])[CH:26]([F:45])[CH:25]([CH3:38])[CH2:24]2)=[O:15])[N:13]=1. Procedure details: To a solution of (+/−)-2-(tert-butoxycarbonylamino)-4-(3-(2-(2,6-difluorophenyl)thiazole-4-carboxamido)pyridin-4-yl)-6-methylcyclohexyl acetate in MeOH (0.03 M) was added potassium carbonate (3.0 equiv.) and the reaction was stirred at room temperature for 3 h. Upon completion, the reaction was partitioned between water and ethyl acetate. The aqueous phase was further extracted 3 more times with ethyl acetate. The organics were combined, dried with brine and sodium sulfate, filtered, and concent... Starting materials: O=C([O-])O, c1ccc(COC2CCNCC2)cc1, CCOC(=O)CCCCl, CN(C)C=O, [I-], [K+], [Na+]. Yields the product CCOC(=O)CCCN1CCC(OCc2ccccc2)CC1. RXN SMILES: [C:15](=[O:16])([OH:17])[O-:18].[CH2:1]([c:2]1[cH:3][cH:4][cH:5][cH:6][cH:7]1)[O:8][CH:9]1[CH2:10][CH2:11][NH:12][CH2:13][CH2:14]1.[CH2:22]([CH3:23])[O:24][C:25]([CH2:26][CH2:27][CH2:28][Cl:29])=[O:30].[CH3:31][N:32]([CH3:33])[CH:34]=[O:35].[I-:21].[K+:20].[Na+:19]>>[CH2:1]([c:2]1[cH:3][cH:4][cH:5][cH:6][cH:7]1)[O:8][CH:9]1[CH2:10][CH2:11][N:12]([CH2:28][CH2:27][CH2:26][C:25]([O:24][CH2:22][CH3:23])=[O:30])[CH2:13][CH2:14]1.